This data is from the Open Reaction Database (ORD), a public repository of structured organic reaction records. The task is: describe an organic reaction: reactants, conditions, products, and yield Starting materials: FC(S(=O)(=O)OC1=C(C(=CC=C1)[N+](=O)[O-])C#N)(F)F (2-Cyano-3-nitrophenyl trifluoromethanesulfonate), C1(=CC=CC=C1)B(O)O (phenylboronic acid). The product is [N+](=O)([O-])C1=C(C(=CC=C1)C1=CC=CC=C1)C#N (3-Nitrobiphenyl-2-carbonitrile). Reaction SMILES: FC(F)(F)S(O[C:7]1[CH:12]=[CH:11][CH:10]=[C:9]([N+:13]([O-:15])=[O:14])[C:8]=1[C:16]#[N:17])(=O)=O.[C:20]1(B(O)O)[CH:25]=[CH:24][CH:23]=[CH:22][CH:21]=1>>[N+:13]([C:9]1[CH:10]=[CH:11][CH:12]=[C:7]([C:20]2[CH:25]=[CH:24][CH:23]=[CH:22][CH:21]=2)[C:8]=1[C:16]#[N:17])([O-:15])=[O:14]. Reported procedure: Prepared as in Example 129c from 2-cyano-3-nitrophenyl trifluoromethanesulfonate (Example 129d) and phenylboronic acid. Reported procedure: 2-Allyl-7-ethyl-6-(4-(2-methyl-1,3-dioxolan-2-yl)phenyl)-5-((2-(trimethylsilyl)ethoxy)methyl)-5H-pyrrolo[2,3-b]pyrazine (0.323 g, 0.673 mmol, Preparation #14) in acetone (9 mL) and water (1 mL) was treated with NMO (0.083 g, 0.707 mmol) and 2.5 wt % OSO4 in t-BuOH (0.42 mL, 0.034 mmol). The mixture was stirred at rt for about 1.5 h. The mixture was concentrated under reduced pressure and then the material was purified using a 10 g silica column with 95:5 DCM/MeOH as an eluent to give 3-(7-ethyl-... The yield is 61.0%. Solvent: O (water). As a reaction SMILES: C([C:4]1[N:5]=[C:6]2[C:12]([CH2:13][CH3:14])=[C:11]([C:15]3[CH:20]=[CH:19][C:18]([C:21]4([CH3:26])[O:25][CH2:24][CH2:23][O:22]4)=[CH:17][CH:16]=3)[N:10]([CH2:27][O:28][CH2:29][CH2:30][Si:31]([CH3:34])([CH3:33])[CH3:32])[C:7]2=[N:8][CH:9]=1)C=C.C[N+]1([O-])CC[O:39]CC1.[CH3:43][C:44]([CH3:46])=[O:45]>O.CC(O)(C)C>[CH2:13]([C:12]1[C:6]2[C:7](=[N:8][CH:9]=[C:4]([CH2:43][CH:44]([OH:45])[CH2:46][OH:39])[N:5]=2)[N:10]([CH2:27][O:28][CH2:29][CH2:30][Si:31]([CH3:34])([CH3:33])[CH3:32])[C:11]=1[C:15]1[CH:20]=[CH:19][C:18]([C:21]2([CH3:26])[O:25][CH2:24][CH2:23][O:22]2)=[CH:17][CH:16]=1)[CH3:14]. Conditions: time 1.5 hour. Product: C(C)C1=C(N(C2=NC=C(N=C21)CC(CO)O)COCC[Si](C)(C)C)C2=CC=C(C=C2)C2(OCCO2)C (3-(7-ethyl-6-(4-(2-methyl-1,3-dioxolan-2-yl)phenyl)-5-((2-(trimethylsilyl)ethoxy)methyl)-5H-pyrrolo[2,3-b]pyrazin-2-yl)propane-1,2-diol). Reagents/catalysts: CC(C)(C)O (t-BuOH). Reactants: C(C=C)C=1N=C2C(=NC1)N(C(=C2CC)C2=CC=C(C=C2)C2(OCCO2)C)COCC[Si](C)(C)C (2-Allyl-7-ethyl-6-(4-(2-methyl-1,3-dioxolan-2-yl)phenyl)-5-((2-(trimethylsilyl)ethoxy)methyl)-5H-pyrrolo[2,3-b]pyrazine), C[N+]1(CCOCC1)[O-] (NMO), CC(=O)C (acetone).